Dataset: the Open Reaction Database (ORD), a public repository of structured organic reaction records. Task: describe an organic reaction: reactants, conditions, products, and yield Reactants: ClC=1C=C2CC(N(C2=CC1)C(=O)N)=O (5-chloro-2-oxindole-1-carboxamide), C1(=CC=CS1)C(=O)Cl (2-thenoyl chloride), O (water), Cl (hydrochloric acid). The reagents and catalysts are CN(C)C1=CC=NC=C1 (4-(N,N-dimethylamino)pyridine). Run in CN(C=O)C (N,N-dimethylformamide), CN(C=O)C (N,N-dimethylformamide). Conditions: time 30 minute. Yields the product ClC=1C=C2C(C(N(C2=CC1)C(=O)N)=O)C(C1=CC=CS1)=O (5-Chloro-3-(2-thenoyl)-2-oxindole-1-carboxamide). Yield: 82.9%. As a reaction SMILES: [Cl:1][C:2]1[CH:3]=[C:4]2[C:8](=[CH:9][CH:10]=1)[N:7]([C:11]([NH2:13])=[O:12])[C:6](=[O:14])[CH2:5]2.[C:15]1([C:20](Cl)=[O:21])[S:19][CH:18]=[CH:17][CH:16]=1.O.Cl>CN(C1C=CN=CC=1)C.CN(C)C=O>[Cl:1][C:2]1[CH:3]=[C:4]2[C:8](=[CH:9][CH:10]=1)[N:7]([C:11]([NH2:13])=[O:12])[C:6](=[O:14])[CH:5]2[C:20](=[O:21])[C:15]1[S:19][CH:18]=[CH:17][CH:16]=1. Reported procedure: A stirred slurry of 21.1 g (0.1 mole) of 5-chloro-2-oxindole-1-carboxamide and 26.9 g (0.22 mole) of 4-(N,N-dimethylamino)pyridine in 200 ml of N,N-dimethylformamide was cooled to ice-bath temperature, and then a solution of 16.1 g (0.11 mole) of 2-thenoyl chloride in 50 ml of N,N-dimethylformamide was added dropwise. Stirring was continued for ca. 30 minutes, and then the reaction mixture was poured into a mixture of 1 liter of water and 75 ml of 3N hydrochloric acid. The resulting mixture was ...